Dataset: the Open Reaction Database (ORD), a public repository of structured organic reaction records. Task: describe an organic reaction: reactants, conditions, products, and yield Yields the product C#CC(O)c1cccc(C(=C)c2ccccc2)c1. Starting materials: C#CC(O)c1cccc(C(=O)c2ccccc2)c1, C[Mg+], [I-], [Na+], [Na+], C1CCOC1, O=S(=O)(O)O, O=S([O-])([O-])=S. Reaction SMILES: [C:4](#[CH:5])[CH:6]([c:7]1[cH:8][c:9]([C:13]([c:14]2[cH:15][cH:16][cH:17][cH:18][cH:19]2)=[O:20])[cH:10][cH:11][cH:12]1)[OH:21].[CH3:2][Mg+:3].[I-:1].[Na+:32].[Na+:33].[O:34]1[CH2:35][CH2:36][CH2:37][CH2:38]1.[S:22](=[O:23])(=[O:24])([OH:25])[OH:26].[S:27]([O-:28])([O-:29])(=[O:30])=[S:31]>>[CH2:2]=[C:13]([c:9]1[cH:8][c:7]([CH:6]([C:4]#[CH:5])[OH:21])[cH:12][cH:11][cH:10]1)[c:14]1[cH:15][cH:16][cH:17][cH:18][cH:19]1. The reactants are C(C1=CC=CC=C1)OC=1C=C2C(C(C(OC2=CC1)(C)C)Br)O (6-benzyloxy-3-bromo-2,2-dimethyl-chroman-4-ol), [OH-].[K+] (potassium hydroxide). Run in C1CCOC1 (THF). Yields the product C(C1=CC=CC=C1)OC=1C=C2C3C(C(OC2=CC1)(C)C)O3 (6-benzyloxy-2,2-dimethyl-3,4-epoxychroman). Isolated yield 103.2%. Reaction SMILES: [CH2:1]([O:8][C:9]1[CH:10]=[C:11]2[C:16](=[CH:17][CH:18]=1)[O:15][C:14]([CH3:20])([CH3:19])[CH:13](Br)[CH:12]2[OH:22])[C:2]1[CH:7]=[CH:6][CH:5]=[CH:4][CH:3]=1.[OH-].[K+]>C1COCC1>[CH2:1]([O:8][C:9]1[CH:10]=[C:11]2[C:16](=[CH:17][CH:18]=1)[O:15][C:14]([CH3:20])([CH3:19])[CH:13]1[O:22][CH:12]21)[C:2]1[CH:7]=[CH:6][CH:5]=[CH:4][CH:3]=1 |f:1.2|. Procedure details: A solution of 9.5 g (28.5 mmol) of 6-benzyloxy-3-bromo-2,2-dimethyl-chroman-4-ol in 100 ml of THF was stirred overnight with 4.6 g (82 mmol) of potassium hydroxide powder. The batch was subsequently filtered through Celite and the filtrate was concentrated using a rotary evaporator, giving 8.3 g of 6-benzyloxy-2,2-dimethyl-3,4-epoxychroman, m.p. 70-72° C. The reactants are C(\C=C\C=CCCCCC)O (trans-2,4-decadien-1-ol), C(C(=C)C)(=O)OC (methyl methacrylate), C1=CC=CC=2SC3=CC=CC=C3NC12 (phenothiazine). Procedure: The method of Example 1 was substantially repeated with trans, trans-2,4-decadien-1-ol (50.0 g, 0.32 mol), methyl methacrylate (140 mL, 1.3 mol), phenothiazine (1 g), and tetraisopropyl titanate (2 mL). After a 2-h period the excess methyl methacrylate was removed and the product was distilled to give 46.4 g (65% yield) of clear, colorless liquid trans, trans-2,4-decadienyl methacrylate, bp 96°-97° C./0.2 mm. IR (film): ν 2932, 1712, 1629, 1449, 1309, 1285, 1149, 984, 962, 933, 810 cm-1. UV (iso... As a reaction SMILES: [CH2:1]([OH:11])/[CH:2]=[CH:3]/[CH:4]=[CH:5][CH2:6][CH2:7][CH2:8][CH2:9][CH3:10].[C:12](OC)(=[O:16])[C:13]([CH3:15])=[CH2:14].C1C2NC3C(=CC=CC=3)SC=2C=CC=1>CC([O-])C.CC([O-])C.CC([O-])C.CC([O-])C.[Ti+4]>[C:12]([O:11][CH2:1]/[CH:2]=[CH:3]/[CH:4]=[CH:5][CH2:6][CH2:7][CH2:8][CH2:9][CH3:10])(=[O:16])[C:13]([CH3:15])=[CH2:14] |f:3.4.5.6.7|. Yields the product C(C(=C)C)(=O)OC\C=C\C=CCCCCC (trans-2,4-decadienyl methacrylate). Reagents/catalysts: CC(C)[O-].CC(C)[O-].CC(C)[O-].CC(C)[O-].[Ti+4] (tetraisopropyl titanate). The yield is 65.0%. The reactants are ClC1=NC=C(C=C1Cl)S(=O)C (2,3-dichloro-5-methylsulfinylpyridine), ClC1=CC(=C(C=C1OC)B(O)O)F (4-chloro-2-fluoro-5-methoxybenzeneboronic acid), C(O)([O-])=O.[Na+] (sodium hydrogen carbonate). Reagents/catalysts: C=1C=CC(=CC1)[P](C=2C=CC=CC2)(C=3C=CC=CC3)[Pd]([P](C=4C=CC=CC4)(C=5C=CC=CC5)C=6C=CC=CC6)([P](C=7C=CC=CC7)(C=8C=CC=CC8)C=9C=CC=CC9)[P](C=1C=CC=CC1)(C=1C=CC=CC1)C=1C=CC=CC1 (tetrakis(triphenylphosphine)palladium(0)). The solvent is O (water). Yields the product ClC=1C(=NC=C(C1)S(=O)C)C1=C(C=C(C(=C1)OC)Cl)F (3-Chloro-2-(4-chloro-2-fluoro-5-methoxyphenyl)-5-methylsulfinylpyridine). The yield is 30.1%. RXN SMILES: Cl[C:2]1[C:7]([Cl:8])=[CH:6][C:5]([S:9]([CH3:11])=[O:10])=[CH:4][N:3]=1.[Cl:12][C:13]1[C:18]([O:19][CH3:20])=[CH:17][C:16](B(O)O)=[C:15]([F:24])[CH:14]=1.C(=O)([O-])O.[Na+]>O.C1C=CC([P]([Pd]([P](C2C=CC=CC=2)(C2C=CC=CC=2)C2C=CC=CC=2)([P](C2C=CC=CC=2)(C2C=CC=CC=2)C2C=CC=CC=2)[P](C2C=CC=CC=2)(C2C=CC=CC=2)C2C=CC=CC=2)(C2C=CC=CC=2)C2C=CC=CC=2)=CC=1>[Cl:8][C:7]1[C:2]([C:16]2[CH:17]=[C:18]([O:19][CH3:20])[C:13]([Cl:12])=[CH:14][C:15]=2[F:24])=[N:3][CH:4]=[C:5]([S:9]([CH3:11])=[O:10])[CH:6]=1 |f:2.3,^1:34,36,55,74|. Reported procedure: 4.6 g of 2,3-dichloro-5-methylsulfinylpyridine, 4.5 g of 4-chloro-2-fluoro-5-methoxybenzeneboronic acid, 5.5 g of sodium hydrogen carbonate and 1.0 g of tetrakis(triphenylphosphine)palladium(0) were refluxed for 180 hours in a mixture of 100 ml of water and 100 ml of tetrahdyrofuran. After the tetrahydrofuran has been evaporated, the residue was extracted four times with in each case 70 ml of MTB. The combined organic phases were then dried over sodium sulfate and finally concentrated. The resul... The reactants are CP(C)C (trimethylphosphine), C[C@H]1CCC[C@@]2([C@@H](O2)C[C@H](OC(=O)C[C@@H](C(C(=O)[C@@H]([C@H]1O)C)(C)C)O)/C(=C/C3=CSC(=N3)CO)/C)C (epothilone F), C1(=CC=CC=C1)P(=O)(C1=CC=CC=C1)N=[N+]=[N-] (diphenylphosphoryl azide), N12CCCCCC2=NCCC1 (1,8-diazabicyclo[5.4.0]undec-7-ene), [NH4+].[OH-] (NH4OH). Solvent: O (water), O (water), O1CCCC1 (tetrahydrofuran), O1CCCC1 (tetrahydrofuran). Run at temperature 20 celsius, time 10 minute. Yields the product NCC=1SC=C(N1)C=C(C)C1CC2OC2(CCCC(C(C(C(C(C(CC(O1)=O)O)(C)C)=O)C)O)C)C (3-[2-[2-(Aminomethyl)-4-thiazolyl]-1-methylethenyl]-7,11-dihydroxy-8,8,10,12,16-pentamethyl-4,17-dioxabicyclo[14.1.0]heptadecane-5,9-dione). As a reaction SMILES: [CH3:1][C@@H:2]1[C@H:20]([OH:21])[C@@H:19]([CH3:22])[C:17](=[O:18])[C:16]([CH3:24])([CH3:23])[C@@H:15]([OH:25])[CH2:14][C:12](=[O:13])[O:11][C@H:10](/[C:26](/[CH3:35])=[CH:27]/[C:28]2[N:32]=[C:31]([CH2:33]O)[S:30][CH:29]=2)[CH2:9][C@@H:7]2[O:8][C@:6]2([CH3:36])[CH2:5][CH2:4][CH2:3]1.C1(P([N:51]=[N+]=[N-])(C2C=CC=CC=2)=O)C=CC=CC=1.N12CCCN=C1CCCCC2.CP(C)C.[NH4+].[OH-]>O1CCCC1.O>[NH2:51][CH2:33][C:31]1[S:30][CH:29]=[C:28]([CH:27]=[C:26]([CH:10]2[O:11][C:12](=[O:13])[CH2:14][CH:15]([OH:25])[C:16]([CH3:24])([CH3:23])[C:17](=[O:18])[CH:19]([CH3:22])[CH:20]([OH:21])[CH:2]([CH3:1])[CH2:3][CH2:4][CH2:5][C:6]3([CH3:36])[CH:7]([O:8]3)[CH2:9]2)[CH3:35])[N:32]=1 |f:4.5|. Procedure: To a stirred suspension of epothilone F (10 g, 19.1 mmol) in tetrahydrofuran (200 ml) under argon, chilled in an ice bath to 5° C. or below, was added diphenylphosphoryl azide (6.20 ml, 7.90 g, 28.6 mmol, 1.5 equivalents). The mixture was stirred for approximately 10 min. 1,8-diazabicyclo[5.4.0]undec-7-ene (3.43 ml, 3.53 g, 22.8 mmol, 1.2 equivalents) was then added gradually at a rate that maintained the temperature of the mixture below 8° C. The mixture was stirred for 30 min., then allowed to... The reactants are [BH4-], CC(=O)NC1CCc2ccccc2C1=O, CC(=O)O, CCO, [Na+]. Product: CC(=O)NC1CCc2ccccc2C1O. Reaction SMILES: [BH4-:16].[C:1]([CH3:2])(=[O:3])[NH:4][CH:5]1[C:6](=[O:15])[c:7]2[cH:8][cH:9][cH:10][cH:11][c:12]2[CH2:13][CH2:14]1.[CH3:18][C:19](=[O:20])[OH:21].[CH3:22][CH2:23][OH:24].[Na+:17]>>[C:1]([CH3:2])(=[O:3])[NH:4][CH:5]1[CH:6]([OH:15])[c:7]2[cH:8][cH:9][cH:10][cH:11][c:12]2[CH2:13][CH2:14]1.